Dataset: the Open Reaction Database (ORD), a public repository of structured organic reaction records. Task: describe an organic reaction: reactants, conditions, products, and yield The reactants are ice water, FC1=C(C=C(C=C1)NC(C1=CC(=CC=C1)C(F)(F)F)=O)[N+](=O)[O-] (N-(4-Fluoro-3-nitro-phenyl)-3-trifluoromethyl-benzamide), OC1=CC=C(C=C1)S (4-hydroxythiophenol), C([O-])([O-])=O.[K+].[K+] (potassium carbonate). The solvent is CN(C=O)C (N,N-dimethylformamide). The product is OC1=CC=C(C=C1)SC1=C(C=C(C=C1)NC(C1=CC(=CC=C1)C(F)(F)F)=O)[N+](=O)[O-] (N-[4-(4-Hydroxy-phenylsulfanyl)-3-nitro-phenyl]-3-trifluoromethyl-benzamide). Isolated yield 100.0%. RXN SMILES: F[C:2]1[CH:7]=[CH:6][C:5]([NH:8][C:9](=[O:20])[C:10]2[CH:15]=[CH:14][CH:13]=[C:12]([C:16]([F:19])([F:18])[F:17])[CH:11]=2)=[CH:4][C:3]=1[N+:21]([O-:23])=[O:22].[OH:24][C:25]1[CH:30]=[CH:29][C:28]([SH:31])=[CH:27][CH:26]=1.C(=O)([O-])[O-].[K+].[K+]>CN(C)C=O>[OH:24][C:25]1[CH:30]=[CH:29][C:28]([S:31][C:2]2[CH:7]=[CH:6][C:5]([NH:8][C:9](=[O:20])[C:10]3[CH:15]=[CH:14][CH:13]=[C:12]([C:16]([F:19])([F:18])[F:17])[CH:11]=3)=[CH:4][C:3]=2[N+:21]([O-:23])=[O:22])=[CH:27][CH:26]=1 |f:2.3.4|. Procedure details: A solution of the product of Example 114A (2.00 g, 5.80 mmol), 4-hydroxythiophenol (0.732 g, 5.80 mmol) and potassium carbonate (1.604 g, 11.6 mmol) in N,N-dimethylformamide (40 mL) was heated to 80° C. for 2 hours. After cooling to room temperature the mixture was poured into ice water (100 mL). The solution was then extracted with ethyl acetate (3×150 mL), the combined extracts dried over magnesium sulfate, filtered and concentrated under vacuum to provide the title compound (2.52 g, 100%). The reactants are [Cl-].[Cl-].[Ca+2] (CaCl2), C(C)N1N=CC=2C=C3C(=NC21)C(C2=C(CC3)C=CC=C2)O (1-ethyl-1,5,6,11-tetrahydrobenzo[5,6]cyclohepta[1,2-b]pyrazolo[4,3-e]pyridin-11-ol), Cl (hydrogen chloride). The solvent is C1=CC=CC=C1 (benzene). Conditions: time 8 hour. Product: ClC1C2=C(CCC=3C1=NC1=C(C3)C=NN1CC)C=CC=C2 (11-Chloro-1-ethyl-1,5,6,11-tetrahydrobenzo[5,6]cyclohepta[1,2-b]pyrazolo[4,3-e]pyridine). Reaction SMILES: [Cl-:1].[Cl-].[Ca+2].[CH2:4]([N:6]1[C:14]2[N:13]=[C:12]3[CH:15](O)[C:16]4[CH:23]=[CH:22][CH:21]=[CH:20][C:17]=4[CH2:18][CH2:19][C:11]3=[CH:10][C:9]=2[CH:8]=[N:7]1)[CH3:5].Cl>C1C=CC=CC=1>[Cl:1][CH:15]1[C:12]2=[N:13][C:14]3[N:6]([CH2:4][CH3:5])[N:7]=[CH:8][C:9]=3[CH:10]=[C:11]2[CH2:19][CH2:18][C:17]2[CH:20]=[CH:21][CH:22]=[CH:23][C:16]1=2 |f:0.1.2|. Reported procedure: 6 g. of pulverized CaCl2 are added with stirring to a solution of 11 g. of 1-ethyl-1,5,6,11-tetrahydrobenzo[5,6]cyclohepta[1,2-b]pyrazolo[4,3-e]pyridin-11-ol (0.04 mol.), from example 2, in 175 ml. of dry benzene. The suspension is saturated for 15 hours with anhydrous hydrogen chloride at room temperature. After standing overnight, the mixture is filtered and the benzene is evaporated in vacuo. The residue is extracted with ether, treated with charcoal, and refrigerated to crystallize 8.3 g. of... The reactants are C(C1=CC=CC=C1)OC=1C=CC=2C[C@@H]3[C@@]4(CC[C@@H]([C@H]5[C@@]4(C2C1O5)CCN3CC3CC3)N3C(CCC3)=O)O (1-(3-benzyloxy-17-cyclopropylmethyl-4,5α-epoxy-14-hydroxy-morphinan-6α-yl)-pyrrolidin-2-one), FC1=CC=C(CBr)C=C1 (4-fluorobenzyl bromide). Yields the product C(C1=CC=CC=C1)OC=1C=CC=2C[C@@H]3[C@@]4(CC[C@@H]([C@H]5[C@@]4(C2C1O5)CCN3CC3CC3)N3C(C(CC3)CC3=CC=C(C=C3)F)=O)O (1-(3-benzyloxy-17-cyclopropylmethyl-4,5α-epoxy-14-hydroxy-morphinan-6α-yl)-3-(4-fluoro-benzyl)-pyrrolidin-2-one). Yield: 67.0%. RXN SMILES: [CH2:1]([O:8][C:9]1[CH:10]=[CH:11][C:12]2[CH2:13][C@H:14]3[N:26]([CH2:27][CH:28]4[CH2:30][CH2:29]4)[CH2:25][CH2:24][C@:20]45[C:21]=2[C:22]=1[O:23][C@H:19]4[C@@H:18]([N:31]1[CH2:35][CH2:34][CH2:33][C:32]1=[O:36])[CH2:17][CH2:16][C@@:15]35[OH:37])[C:2]1[CH:7]=[CH:6][CH:5]=[CH:4][CH:3]=1.[F:38][C:39]1[CH:46]=[CH:45][C:42]([CH2:43]Br)=[CH:41][CH:40]=1>>[CH2:1]([O:8][C:9]1[CH:10]=[CH:11][C:12]2[CH2:13][C@H:14]3[N:26]([CH2:27][CH:28]4[CH2:29][CH2:30]4)[CH2:25][CH2:24][C@:20]45[C:21]=2[C:22]=1[O:23][C@H:19]4[C@@H:18]([N:31]1[CH2:35][CH2:34][CH:33]([CH2:43][C:42]2[CH:45]=[CH:46][C:39]([F:38])=[CH:40][CH:41]=2)[C:32]1=[O:36])[CH2:17][CH2:16][C@@:15]35[OH:37])[C:2]1[CH:3]=[CH:4][CH:5]=[CH:6][CH:7]=1. Procedure: In a manner similar to the method described in Example 36-2, using 281 mg of 1-(3-benzyloxy-17-cyclopropylmethyl-4,5α-epoxy-14-hydroxy-morphinan-6α-yl)-pyrrolidin-2-one obtained in Example 36-1, and using 4-fluorobenzyl bromide in place of iodoethane, 205 mg (yield: 67%) of the captioned compound was obtained as a diastereomer mixture. Reactants: CN(CCN)C (N1,N1-dimethylethane-1,2-diamine), C[C@]12CC[C@@]3([C@@H]([C@H]2CC[C@@H]2[C@]4(CCC(C([C@@H]4CC[C@@]12C)(C)C)=O)C)[C@@H](CC3)C(=C)C)C(=O)Cl ((1R,3aS,5aR,5bR,7aR,11aR,11bR,13aR,13bR)-5a,5b,8,8,11a-pentamethyl-9-oxo-1-(prop-1-en-2-yl)icosahydro-1H-cyclopenta[a]chrysene-3a-carbonyl chloride). Reagents/catalysts: CN(C)C=1C=CN=CC1 (DMAP). Run in ClCCl (dichloromethane). Reaction conditions: time 16 hour. Yields the product CN(CCNC(=O)[C@]12[C@@H]([C@H]3CC[C@@H]4[C@]5(CCC(C([C@@H]5CC[C@]4([C@@]3(CC1)C)C)(C)C)=O)C)[C@@H](CC2)C(=C)C)C ((1R,3aS,5aR,5bR,7aR,11aR,11bR,13aR,13bR)—N-(2-(dimethylamino)ethyl)-5a,5b,8,8,11a-pentamethyl-9-oxo-1-(prop-1-en-2-yl)icosahydro-1H-cyclopenta[a]chrysene-3a-carboxamide). As a reaction SMILES: [CH3:1][N:2]([CH3:6])[CH2:3][CH2:4][NH2:5].[CH3:7][C@:8]12[C@@:25]3([CH3:26])[C@@H:16]([C@:17]4([CH3:30])[C@@H:22]([CH2:23][CH2:24]3)[C:21]([CH3:28])([CH3:27])[C:20](=[O:29])[CH2:19][CH2:18]4)[CH2:15][CH2:14][C@@H:13]1[C@H:12]1[C@H:31]([C:34]([CH3:36])=[CH2:35])[CH2:32][CH2:33][C@:11]1([C:37](Cl)=[O:38])[CH2:10][CH2:9]2>CN(C1C=CN=CC=1)C.ClCCl>[CH3:1][N:2]([CH3:6])[CH2:3][CH2:4][NH:5][C:37]([C@:11]12[CH2:33][CH2:32][C@@H:31]([C:34]([CH3:36])=[CH2:35])[C@@H:12]1[C@@H:13]1[C@@:8]([CH3:7])([CH2:9][CH2:10]2)[C@@:25]2([CH3:26])[C@@H:16]([C@:17]3([CH3:30])[C@@H:22]([CH2:23][CH2:24]2)[C:21]([CH3:28])([CH3:27])[C:20](=[O:29])[CH2:19][CH2:18]3)[CH2:15][CH2:14]1)=[O:38]. Reported procedure: To a mixture of N1,N1-dimethylethane-1,2-diamine (74.5 mg, 0.845 mmol), Hunig'sBase (0.369 mL, 2.114 mmol) and DMAP (5.16 mg, 0.042 mmol) in dichloromethane (2 mL) was added (1R,3aS,5aR,5bR,7aR,11aR,11bR,13aR,13bR)-5a,5b,8,8,11a-pentamethyl-9-oxo-1-(prop-1-en-2-yl)icosahydro-1H-cyclopenta[a]chrysene-3a-carbonyl chloride (200 mg, 0.423 mmol). The reaction mixture was stirred for 16 h. LCMS indicated the formation of desired product. The reaction mixture was concentrated under reduced pressure. Th... Reactants: OC(CN1C=NC=C1)(CCC1=CC=C(C=C1)Cl)C (1-[2-Hydroxy-2-methyl-4-(4-chlorophenyl)-n-butyl]imidazole), FC1=CC=C(C=C1)[N+](=O)[O-] (1-fluoro-4-nitrobenzene), [H-].[Na+] (sodium hydride), [H][H] (hydrogen). The reagents and catalysts are [O-2].[O-2].[Mn+4] (manganese dioxide). The solvent is CN(C=O)C (dimethylformamide), C1=CC=CC=C1 (benzene). Conditions: time 3.5 hour. Product: [N+](=O)([O-])C1=CC=C(OC(CN2C=NC=C2)(CCC2=CC=C(C=C2)Cl)C)C=C1 (1-[2-(4-nitrophenoxy)-2-methyl-4-(4-chlorophenyl)-n-butyl]imidazole). Reaction SMILES: [OH:1][C:2]([CH3:18])([CH2:9][CH2:10][C:11]1[CH:16]=[CH:15][C:14]([Cl:17])=[CH:13][CH:12]=1)[CH2:3][N:4]1[CH:8]=[CH:7][N:6]=[CH:5]1.[H-].[Na+].[H][H].F[C:24]1[CH:29]=[CH:28][C:27]([N+:30]([O-:32])=[O:31])=[CH:26][CH:25]=1>[O-2].[O-2].[Mn+4].C1C=CC=CC=1.CN(C)C=O>[N+:30]([C:27]1[CH:28]=[CH:29][C:24]([O:1][C:2]([CH3:18])([CH2:9][CH2:10][C:11]2[CH:12]=[CH:13][C:14]([Cl:17])=[CH:15][CH:16]=2)[CH2:3][N:4]2[CH:8]=[CH:7][N:6]=[CH:5]2)=[CH:25][CH:26]=1)([O-:32])=[O:31] |f:1.2,5.6.7|. Procedure details: 1-[2-Hydroxy-2-methyl-4-(4-chlorophenyl)-n-butyl]imidazole (2.60 g.) in 15 ml. of anhydrous dimethylformamide and 7.5 ml. of benzene is treated with 1.12 g. of a 50% dispersion of sodium hydride in mineral oil at room temperature under nitrogen. The mixture is stirred until the evolution of hydrogen ceases and then cooled in ice and treated with 900 mg. of manganese dioxide followed by 2.55 g. of 1-fluoro-4-nitrobenzene. After stirring for 3-4 hours at room temperature, the mixture is poured int... The reactants are C(N)(=O)C=1N=C2N(CCOC3=C2C=C(C(=C3)F)C#CC(C)(C)O)C1C(=O)O (2-Carbamoyl-9-fluoro-10-(3-hydroxy-3-methyl-but-1-ynyl)-5,6-dihydroimidazo[1,2-d][1,4]benzoxazepine-3-carboxylic acid), Cl.Cl.CN1CC(CCC1)N (1-methylpiperidin-3-amine dihydrochloride). Yields the product FC1=CC2=C(C=3N(CCO2)C(=C(N3)C(=O)N)C(=O)NC3CN(CCC3)C)C=C1C#CC(C)(C)O ((±) 9-fluoro-10-(3-hydroxy-3-methyl-but-1-ynyl)-N3-(1-methyl-3-piperidyl)-5,6-dihydroimidazo[1,2-d][1,4]benzoxazepine-2,3-dicarboxamide). RXN SMILES: [C:1]([C:4]1[N:5]=[C:6]2[C:12]3[CH:13]=[C:14]([C:18]#[C:19][C:20]([OH:23])([CH3:22])[CH3:21])[C:15]([F:17])=[CH:16][C:11]=3[O:10][CH2:9][CH2:8][N:7]2[C:24]=1[C:25]([OH:27])=O)(=[O:3])[NH2:2].Cl.Cl.[CH3:30][N:31]1[CH2:36][CH2:35][CH2:34][CH:33]([NH2:37])[CH2:32]1>>[F:17][C:15]1[C:14]([C:18]#[C:19][C:20]([OH:23])([CH3:22])[CH3:21])=[CH:13][C:12]2[C:6]3[N:7]([C:24]([C:25]([NH:37][CH:33]4[CH2:34][CH2:35][CH2:36][N:31]([CH3:30])[CH2:32]4)=[O:27])=[C:4]([C:1]([NH2:2])=[O:3])[N:5]=3)[CH2:8][CH2:9][O:10][C:11]=2[CH:16]=1 |f:1.2.3|. Reported procedure: 2-Carbamoyl-9-fluoro-10-(3-hydroxy-3-methyl-but-1-ynyl)-5,6-dihydroimidazo[1,2-d][1,4]benzoxazepine-3-carboxylic acid (0.06 g) was reacted with 1-methylpiperidin-3-amine dihydrochloride similar to as described in Example 2 to afford 22.3 mg of (±) 9-fluoro-10-(3-hydroxy-3-methyl-but-1-ynyl)-N3-(1-methyl-3-piperidyl)-5,6-dihydroimidazo[1,2-d][1,4]benzoxazepine-2,3-dicarboxamide following reverse phase hplc purification. MS (Q1) 470 (M)+. 1H NMR (400 MHz, DMSO) δ 11.28 (d, J=7.4 Hz, 1H), 8.59 (d, ...